This data is from the Open Reaction Database (ORD), a public repository of structured organic reaction records. The task is: describe an organic reaction: reactants, conditions, products, and yield The reactants are CC1CN(C(=O)OC(C)(C)C)CC2Cc3cc(Br)c(CBr)nc3N12, CCO, NC(N)=S, [Na+], [OH-]. Product: CC1CN(C(=O)OC(C)(C)C)CC2Cc3cc(Br)c(CS)nc3N12. As a reaction SMILES: [C:1]([CH3:2])([CH3:3])([CH3:4])[O:5][C:6](=[O:7])[N:8]1[CH2:9][CH:10]2[CH2:11][c:12]3[cH:13][c:14]([Br:24])[c:15]([CH2:22][Br:23])[n:16][c:17]3[N:18]2[CH:19]([CH3:21])[CH2:20]1.[CH3:31][CH2:32][OH:33].[NH2:25][C:26]([NH2:27])=[S:28].[Na+:30].[OH-:29]>>[C:1]([CH3:2])([CH3:3])([CH3:4])[O:5][C:6](=[O:7])[N:8]1[CH2:9][CH:10]2[CH2:11][c:12]3[cH:13][c:14]([Br:24])[c:15]([CH2:22][SH:28])[n:16][c:17]3[N:18]2[CH:19]([CH3:21])[CH2:20]1. Starting materials: C(CCCCCCC)S(=O)(=O)Cl (octanesulfonyl chloride), O[C@@](C([C@H](CC1=CC=CC=C1)NC([C@H](COC)NC([C@H](COC)NC(=O)C1=CN=C(S1)C)=O)=O)=O)(CO)C (N—((S)-1-(((S)-1-(((2S,4R)-4,5-dihydroxy-4-methyl-3-oxo-1-phenylpentan-2-yl)amino)-3-methoxy-1-oxopropan-2-yl)amino)-3-methoxy-1-oxopropan-2-yl)-2-methylthiazole-5-carboxamide). Yields the product C(CCCCCCC)S(=O)(=O)OC[C@@](C([C@H](CC1=CC=CC=C1)NC([C@H](COC)NC([C@H](COC)NC(=O)C1=CN=C(S1)C)=O)=O)=O)(C)O ((2R,4S)-2-Hydroxy-4-((S)-3-methoxy-2-((S)-3-methoxy-2-(2-methylthiazole-5-carboxamido)propanamido)propanamido)-2-methyl-3-oxo-5-phenylpentyl octane-1-sulfonate). RXN SMILES: [CH2:1]([S:9](Cl)(=[O:11])=[O:10])[CH2:2][CH2:3][CH2:4][CH2:5][CH2:6][CH2:7][CH3:8].[OH:13][C@:14]([CH3:50])([CH2:48][OH:49])[C:15](=[O:47])[C@@H:16]([NH:24][C:25](=[O:46])[C@@H:26]([NH:30][C:31](=[O:45])[C@@H:32]([NH:36][C:37]([C:39]1[S:43][C:42]([CH3:44])=[N:41][CH:40]=1)=[O:38])[CH2:33][O:34][CH3:35])[CH2:27][O:28][CH3:29])[CH2:17][C:18]1[CH:23]=[CH:22][CH:21]=[CH:20][CH:19]=1>>[CH2:1]([S:9]([O:49][CH2:48][C@:14]([OH:13])([CH3:50])[C:15](=[O:47])[C@@H:16]([NH:24][C:25](=[O:46])[C@@H:26]([NH:30][C:31](=[O:45])[C@@H:32]([NH:36][C:37]([C:39]1[S:43][C:42]([CH3:44])=[N:41][CH:40]=1)=[O:38])[CH2:33][O:34][CH3:35])[CH2:27][O:28][CH3:29])[CH2:17][C:18]1[CH:23]=[CH:22][CH:21]=[CH:20][CH:19]=1)(=[O:11])=[O:10])[CH2:2][CH2:3][CH2:4][CH2:5][CH2:6][CH2:7][CH3:8]. Procedure details: Prepared according to procedures described above, by reacting octanesulfonyl chloride with N—((S)-1-(((S)-1-(((2S,4R)-4,5-dihydroxy-4-methyl-3-oxo-1-phenylpentan-2-yl)amino)-3-methoxy-1-oxopropan-2-yl)amino)-3-methoxy-1-oxopropan-2-yl)-2-methylthiazole-5-carboxamide. MS for C33H50N4O10S2 m/z: 727 (M+H)+. Starting materials: BrC=1C=NN2C1N=CC(=C2Cl)C(=O)OCC (Ethyl 3-bromo-7-chloropyrazolo[1,5-a]pyrimidine-6-carboxylate), FC1=CC(=C(N)C=C1)C (4-fluoro-2-methylaniline). Product: BrC=1C=NN2C1N=CC(=C2NC2=C(C=C(C=C2)F)C)C(=O)OCC (Ethyl 3-bromo-7-(4-fluoro-2-methylphenylamino)pyrazolo[1,5-a]pyrimidine-6-carboxylate). Yield: 99.9%. As a reaction SMILES: [Br:1][C:2]1[CH:3]=[N:4][N:5]2[C:10](Cl)=[C:9]([C:12]([O:14][CH2:15][CH3:16])=[O:13])[CH:8]=[N:7][C:6]=12.[F:17][C:18]1[CH:24]=[CH:23][C:21]([NH2:22])=[C:20]([CH3:25])[CH:19]=1>>[Br:1][C:2]1[CH:3]=[N:4][N:5]2[C:10]([NH:22][C:21]3[CH:23]=[CH:24][C:18]([F:17])=[CH:19][C:20]=3[CH3:25])=[C:9]([C:12]([O:14][CH2:15][CH3:16])=[O:13])[CH:8]=[N:7][C:6]=12. Procedure details: In the same manner as in Example 1, step 4 and using ethyl 3-bromo-7-chloropyrazolo[1,5-a]pyrimidine-6-carboxylate (3.5 g, 11.4 mmol) obtained in Example 22, step 1 and 4-fluoro-2-methylaniline (1.53 mL, 22.8 mmol), the title compound (4.48 g, 99%) was obtained. RXN SMILES: [CH2:1]([O:8][C:9](=[O:25])[N:10]([CH2:13][C:14]1[CH:19]=[C:18]([C:20]([OH:23])([CH3:22])[CH3:21])[CH:17]=[CH:16][C:15]=1Br)[CH2:11][CH3:12])[C:2]1[CH:7]=[CH:6][CH:5]=[CH:4][CH:3]=1.[CH2:26]([O:28][C:29](=[O:48])[CH2:30][C:31]1[CH:36]=[CH:35][C:34]([O:37][CH3:38])=[C:33](B2OC(C)(C)C(C)(C)O2)[CH:32]=1)[CH3:27]>>[CH2:26]([O:28][C:29](=[O:48])[CH2:30][C:31]1[CH:32]=[C:33]([C:15]2[CH:16]=[CH:17][C:18]([C:20]([OH:23])([CH3:22])[CH3:21])=[CH:19][C:14]=2[CH2:13][N:10]([C:9]([O:8][CH2:1][C:2]2[CH:7]=[CH:6][CH:5]=[CH:4][CH:3]=2)=[O:25])[CH2:11][CH3:12])[C:34]([O:37][CH3:38])=[CH:35][CH:36]=1)[CH3:27]. The product is C(C)OC(CC=1C=C(C(=CC1)OC)C1=C(C=C(C=C1)C(C)(C)O)CN(CC)C(=O)OCC1=CC=CC=C1)=O ([2′-[(Benzyloxycarbonyl-ethyl-amino)-methyl]-4′-(1-hydroxy-1-methyl-ethyl)-6-methoxy-biphenyl-3-yl]-acetic acid ethyl ester). Procedure: Prepared according to the procedure described in Example 1, Step 4, using the following starting materials: [2-bromo-5-(1-hydroxy-1-methyl-ethyl)-benzyl]-ethyl-carbamic acid benzyl ester and [4-methoxy-3-(4,4,5,5-tetramethyl-[1,3,2]dioxaborolan-2-yl)-phenyl]-acetic acid ethyl ester. Reactants: C(C1=CC=CC=C1)OC(N(CC)CC1=C(C=CC(=C1)C(C)(C)O)Br)=O ([2-bromo-5-(1-hydroxy-1-methyl-ethyl)-benzyl]-ethyl-carbamic acid benzyl ester), C(C)OC(CC1=CC(=C(C=C1)OC)B1OC(C(O1)(C)C)(C)C)=O ([4-methoxy-3-(4,4,5,5-tetramethyl-[1,3,2]dioxaborolan-2-yl)-phenyl]-acetic acid ethyl ester).